The task is: describe an organic reaction: reactants, conditions, products, and yield. This data is from the Open Reaction Database (ORD), a public repository of structured organic reaction records. The reactants are ClC(CC1CN(C(O1)=O)C)CC (5-(2-chlorobutyl)-3-methyl-2-oxazolidinone), Cl.C(C)OC1=C(C=CC=C1)N1CCNCC1 (1-(2-ethoxyphenyl)piperazine monohydrochloride), C([O-])([O-])=O.[K+].[K+] (potassium carbonate), [I-].[K+] (potassium iodide). The solvent is C(CCC)O (n-butanol), ethyl acetate isopropyl ether light pet ether. The product is Cl.Cl.C(C)OC1=C(C=CC=C1)N1CCN(CC1)CCCCC1CN(C(O1)=O)C (5-[4-[4-(2-Ethoxyphenyl)-1-piperazinyl]butyl]-3-methyl-2-oxazolidinone dihydrochloride). The yield is 10.0%. Reaction SMILES: [Cl:1][CH:2]([CH2:11][CH3:12])[CH2:3][CH:4]1[O:8][C:7](=[O:9])[N:6]([CH3:10])[CH2:5]1.[ClH:13].[CH2:14]([O:16][C:17]1[CH:22]=[CH:21][CH:20]=[CH:19][C:18]=1[N:23]1[CH2:28][CH2:27][NH:26][CH2:25][CH2:24]1)[CH3:15].C(=O)([O-])[O-].[K+].[K+].[I-].[K+]>C(O)CCC>[ClH:1].[ClH:13].[CH2:14]([O:16][C:17]1[CH:22]=[CH:21][CH:20]=[CH:19][C:18]=1[N:23]1[CH2:24][CH2:25][N:26]([CH2:12][CH2:11][CH2:2][CH2:3][CH:4]2[O:8][C:7](=[O:9])[N:6]([CH3:10])[CH2:5]2)[CH2:27][CH2:28]1)[CH3:15] |f:1.2,3.4.5,6.7,9.10.11|. Procedure: Following the procedure of Example 5, a mixture of 5-(2-chlorobutyl)-3-methyl-2-oxazolidinone (5.2 g, 0.0272 mol), 1-(2-ethoxyphenyl)piperazine monohydrochloride (6.61 g, 0.0272 mol), potassium carbonate (15.05 g, 0.109 mol), and potassium iodide (1.0 g) in n-butanol (100 mL) gave an oil which was dissolved in a mixture of ethyl acetate/isopropyl ether/light pet ether (removing the impurities by filtration) and acidified with ethereal hydrogen chloride. The mixture was evaporated under reduced p... Reactants: CC(=O)Cl, Cl, NNc1nc(C(F)(F)F)nc(-c2ccccc2)c1-c1ccccc1, c1ccncc1. The product is CC(=O)NNc1nc(C(F)(F)F)nc(-c2ccccc2)c1-c1ccccc1. As a reaction SMILES: [C:25]([CH3:26])(=[O:27])[Cl:28].[ClH:29].[NH:1]([NH2:2])[c:3]1[n:4][c:5]([C:21]([F:22])([F:23])[F:24])[n:6][c:7](-[c:15]2[cH:16][cH:17][cH:18][cH:19][cH:20]2)[c:8]1-[c:9]1[cH:10][cH:11][cH:12][cH:13][cH:14]1.[cH:30]1[cH:31][cH:32][n:33][cH:34][cH:35]1>>[NH:1]([NH:2][C:25]([CH3:26])=[O:27])[c:3]1[n:4][c:5]([C:21]([F:22])([F:23])[F:24])[n:6][c:7](-[c:15]2[cH:16][cH:17][cH:18][cH:19][cH:20]2)[c:8]1-[c:9]1[cH:10][cH:11][cH:12][cH:13][cH:14]1. Reactants: CCN=C=NCCCN(C)C, CCN(C(C)C)C(C)C, Cl, Cl, O=C(O)c1cc(-c2ccc(F)cc2)on1, CC(=O)c1ccc(F)cc1, NCC(=O)N1CCC(Oc2cncc(Cl)c2)CC1, CN(C)C=O, O, On1nnc2ccccc21. Product: O=C(NCC(=O)N1CCC(Oc2cncc(Cl)c2)CC1)c1cc(-c2ccc(F)cc2)on1. RXN SMILES: [CH3:45][CH2:46][N:47]=[C:48]=[N:49][CH2:50][CH2:51][CH2:52][N:53]([CH3:54])[CH3:55].[CH:1]([N:2]([CH2:3][CH3:4])[CH:5]([CH3:6])[CH3:7])([CH3:8])[CH3:9].[ClH:56].[ClH:57].[F:10][c:11]1[cH:12][cH:13][c:14](-[c:17]2[cH:18][c:19]([C:22](=[O:23])[OH:24])[n:20][o:21]2)[cH:15][cH:16]1.[F:25][c:26]1[cH:27][cH:28][c:29]([C:30](=[O:31])[CH3:32])[cH:33][cH:34]1.[NH2:58][CH2:59][C:60](=[O:61])[N:62]1[CH2:63][CH2:64][CH:65]([O:68][c:69]2[cH:70][n:71][cH:72][c:73]([Cl:75])[cH:74]2)[CH2:66][CH2:67]1.[O:76]=[CH:77][N:78]([CH3:79])[CH3:80].[OH2:81].[OH:35][n:36]1[c:37]2[c:38]([cH:39][cH:40][cH:41][cH:42]2)[n:43][n:44]1>>[F:10][c:11]1[cH:12][cH:13][c:14](-[c:17]2[cH:18][c:19]([C:22](=[O:24])[NH:58][CH2:59][C:60](=[O:61])[N:62]3[CH2:63][CH2:64][CH:65]([O:68][c:69]4[cH:70][n:71][cH:72][c:73]([Cl:75])[cH:74]4)[CH2:66][CH2:67]3)[n:20][o:21]2)[cH:15][cH:16]1. The reactants are [Al+3], CCCCCC, [Cl-], [Cl-], [Cl-], COc1ccc(C(=O)c2ccccc2F)c(Cl)c1Cl, Cl, c1ccccc1. Product: O=C(c1ccccc1F)c1ccc(O)c(Cl)c1Cl. As a reaction SMILES: [Al+3:21].[CH3:25][CH2:26][CH2:27][CH2:28][CH2:29][CH3:30].[Cl-:20].[Cl-:22].[Cl-:23].[Cl:1][c:2]1[c:3]([C:4](=[O:5])[c:6]2[c:7]([F:12])[cH:8][cH:9][cH:10][cH:11]2)[cH:13][cH:14][c:15]([O:18][CH3:19])[c:16]1[Cl:17].[ClH:24].[cH:31]1[cH:32][cH:33][cH:34][cH:35][cH:36]1>>[Cl:1][c:2]1[c:3]([C:4](=[O:5])[c:6]2[c:7]([F:12])[cH:8][cH:9][cH:10][cH:11]2)[cH:13][cH:14][c:15]([OH:18])[c:16]1[Cl:17].